Dataset: the Open Reaction Database (ORD), a public repository of structured organic reaction records. Task: describe an organic reaction: reactants, conditions, products, and yield Starting materials: C(CCC)[Li] (n-Butyl lithium), C(C)N1CCN(CC1)CC#C (1-ethyl-4-prop-2-ynyl-piperazine), O (water), C(=O)=O (carbon dioxide). Run in CCCCCC (hexane), O1CCCC1 (tetrahydrofuran), CO (methanol). Run at temperature -78 celsius, time 1 hour. Yields the product C(C)N1CCN(CC1)CC#CC(=O)O (4-(4-ethyl-piperazin-1-yl)-but-2-ynoic acid). As a reaction SMILES: C([Li])CCC.[CH2:6]([N:8]1[CH2:13][CH2:12][N:11]([CH2:14][C:15]#[CH:16])[CH2:10][CH2:9]1)[CH3:7].[C:17](=[O:19])=[O:18].O>CCCCCC.O1CCCC1.CO>[CH2:6]([N:8]1[CH2:13][CH2:12][N:11]([CH2:14][C:15]#[C:16][C:17]([OH:19])=[O:18])[CH2:10][CH2:9]1)[CH3:7]. Procedure: n-Butyl lithium in hexane (42 mL, 2.5M in n-hexane) was slowly added to 1-ethyl-4-prop-2-ynyl-piperazine (16 g, 105 mmol) in 80 mL of tetrahydrofuran under nitrogen. The mixture was stirred for 1 hr at −78° C., then dry carbon dioxide was passed through overnight. The resulting solution was poured into water and washed with ethyl acetate. The aqueous layer was evaporated under reduced pressure to give the crude acid. The dry acid was dissolved in methanol, and the insoluble salt was removed via ...